Dataset: the Open Reaction Database (ORD), a public repository of structured organic reaction records. Task: describe an organic reaction: reactants, conditions, products, and yield Reactants: C1CCOC1, NCCO, O=C1c2c([N+](=O)[O-])cccc2S(=O)(=O)N1CCO. The product is O=C(NCCO)c1c([N+](=O)[O-])cccc1S(=O)(=O)NCCO. Reaction SMILES: [CH2:23]1[O:24][CH2:25][CH2:26][CH2:27]1.[NH2:19][CH2:20][CH2:21][OH:22].[OH:1][CH2:2][CH2:3][N:4]1[S:5](=[O:17])(=[O:18])[c:6]2[c:7]([c:10]([N+:14](=[O:15])[O-:16])[cH:11][cH:12][cH:13]2)[C:8]1=[O:9]>>[OH:1][CH2:2][CH2:3][NH:4][S:5]([c:6]1[c:7]([C:8](=[O:9])[NH:19][CH2:20][CH2:21][OH:22])[c:10]([N+:14](=[O:15])[O-:16])[cH:11][cH:12][cH:13]1)(=[O:17])=[O:18].